This data is from the Open Reaction Database (ORD), a public repository of structured organic reaction records. The task is: describe an organic reaction: reactants, conditions, products, and yield Reactants: CCO, [Na+], [OH-], CCOC(=O)C=C(c1cccnc1)c1ccc2c(c1)CC(NS(=O)(=O)c1ccc(C)cc1)C2. Product: Cc1ccc(S(=O)(=O)NC2Cc3ccc(C(=CC(=O)O)c4cccnc4)cc3C2)cc1. RXN SMILES: [CH3:34][CH2:35][OH:36].[Na+:38].[OH-:37].[c:1]1([CH3:33])[cH:2][cH:3][c:4]([S:7](=[O:8])(=[O:9])[NH:10][CH:11]2[CH2:12][c:13]3[cH:14][cH:15][c:16]([C:20](=[CH:21][C:22](=[O:23])[O:24][CH2:25][CH3:26])[c:27]4[cH:28][n:29][cH:30][cH:31][cH:32]4)[cH:17][c:18]3[CH2:19]2)[cH:5][cH:6]1>>[c:1]1([CH3:33])[cH:2][cH:3][c:4]([S:7](=[O:8])(=[O:9])[NH:10][CH:11]2[CH2:12][c:13]3[cH:14][cH:15][c:16]([C:20](=[CH:21][C:22](=[O:23])[OH:24])[c:27]4[cH:28][n:29][cH:30][cH:31][cH:32]4)[cH:17][c:18]3[CH2:19]2)[cH:5][cH:6]1.